Dataset: the Open Reaction Database (ORD), a public repository of structured organic reaction records. Task: describe an organic reaction: reactants, conditions, products, and yield Product: CC(=O)Nc1nccc(C=O)n1. RXN SMILES: [C:4]([O:5][O:8][CH:9]([O:6][CH3:7])[c:10]1[n:11][c:12]([NH:16][C:17]([CH3:18])=[O:19])[n:13][cH:14][cH:15]1)(=[O:20])[CH3:21].[CH3:1][O-:2].[CH3:23][OH:24].[ClH:22].[Na+:3]>>[O:8]=[CH:9][c:10]1[n:11][c:12]([NH:16][C:17]([CH3:18])=[O:19])[n:13][cH:14][cH:15]1. Reactants: COC(OOC(C)=O)c1ccnc(NC(C)=O)n1, C[O-], CO, Cl, [Na+]. Reactants: [N+](=O)(O)[O-] (nitric acid), FC(C=1C=C(C=C(C1)C(F)(F)F)O)(F)F (3,5-bis(trifluoromethyl)phenol), ice water. The solvent is C(C)(=O)O (acetic acid). Reaction conditions: time 43 hour. The product is [N+](=O)([O-])C1=C(C=C(C=C1C(F)(F)F)C(F)(F)F)O (2-nitro-3,5-bis(trifluoromethyl)phenol), [N+](=O)([O-])C1=C(C=C(C=C1C(F)(F)F)O)C(F)(F)F (4-nitro-3,5-bis(trifluoromethyl)phenol). The yield is 59.3%. RXN SMILES: [N+:1]([O-:4])([OH:3])=[O:2].[F:5][C:6]([F:19])([F:18])[C:7]1[CH:8]=[C:9]([OH:17])[CH:10]=[C:11]([C:13]([F:16])([F:15])[F:14])[CH:12]=1>C(O)(=O)C>[N+:1]([C:8]1[C:7]([C:6]([F:5])([F:18])[F:19])=[CH:12][C:11]([C:13]([F:14])([F:15])[F:16])=[CH:10][C:9]=1[OH:17])([O-:4])=[O:2].[N+:1]([C:12]1[C:7]([C:6]([F:18])([F:19])[F:5])=[CH:8][C:9]([OH:17])=[CH:10][C:11]=1[C:13]([F:15])([F:14])[F:16])([O-:3])=[O:2]. Reported procedure: Fuming nitric acid (8.22 mL, 198.2 mmol) was added dropwise to a solution of 3,5-bis(trifluoromethyl)phenol (28.5 g, 123.9 mmol) in acetic acid (300 mL) at about 10° C. After being elevated to room temperature, the mixture was stirred for 43 hours. The reaction mixture was poured into ice water and the resulting solution was extracted with ethyl acetate. The organic layers were combined, washed successively with water and saturated saline, dried over anhydrous sodium sulfate, and distilled under... Starting materials: COc1cc2nc(-c3ccc(-c4ccccc4)c(F)c3)nc(Cl)c2cc1OC(C)=O, CC(C)O, CC(C)(C)OC(=O)n1ncc2cc(N)ccc21. As a reaction SMILES: [C:1]([CH3:2])(=[O:3])[O:4][c:5]1[cH:6][c:7]2[c:8]([Cl:30])[n:9][c:10](-[c:17]3[cH:18][c:19]([F:29])[c:20](-[c:23]4[cH:24][cH:25][cH:26][cH:27][cH:28]4)[cH:21][cH:22]3)[n:11][c:12]2[cH:13][c:14]1[O:15][CH3:16].[CH:48]([OH:49])([CH3:50])[CH3:51].[NH2:31][c:32]1[cH:33][c:34]2[cH:35][n:36][n:37]([C:41](=[O:42])[O:43][C:44]([CH3:45])([CH3:46])[CH3:47])[c:38]2[cH:39][cH:40]1>>[C:1]([CH3:2])(=[O:3])[O:4][c:5]1[cH:6][c:7]2[c:8]([NH:31][c:32]3[cH:33][c:34]4[cH:35][n:36][n:37]([C:41](=[O:42])[O:43][C:44]([CH3:45])([CH3:46])[CH3:47])[c:38]4[cH:39][cH:40]3)[n:9][c:10](-[c:17]3[cH:18][c:19]([F:29])[c:20](-[c:23]4[cH:24][cH:25][cH:26][cH:27][cH:28]4)[cH:21][cH:22]3)[n:11][c:12]2[cH:13][c:14]1[O:15][CH3:16]. Yields the product COc1cc2nc(-c3ccc(-c4ccccc4)c(F)c3)nc(Nc3ccc4c(cnn4C(=O)OC(C)(C)C)c3)c2cc1OC(C)=O. The reactants are NC1=NC=C(C(=N1)SC)S(=O)(=O)NC(=O)NC(C)C (2-Amino-N-[[(1-methylethyl)amino]carbonyl]-4-(methylthio)-5-pyrimidinesulfonamide), [Na].C(C1=CC=CC=C1)(=O)C1=CC=CC=C1 (sodium benzophenone), ClC1=CC(=CC=C1)C(=O)OO (m-chloroperbenzoic acid). The solvent is C1CCOC1 (THF). Yields the product CC(C)NC(=O)NS(=O)(=O)C=1C(=NC(=NC1)N)S(=O)C (N-[[(1-Methylethyl)amino]carbonyl]-4-(methylsulfinyl)-2-amino-5-pyrimidinesulfonamide). The yield is 84.0%. As a reaction SMILES: [NH2:1][C:2]1[N:7]=[C:6]([S:8][CH3:9])[C:5]([S:10]([NH:13][C:14]([NH:16][CH:17]([CH3:19])[CH3:18])=[O:15])(=[O:12])=[O:11])=[CH:4][N:3]=1.[Na].C(C1C=CC=CC=1)(=[O:28])C1C=CC=CC=1.ClC1C=CC=C(C(OO)=O)C=1>C1COCC1>[CH3:18][CH:17]([NH:16][C:14]([NH:13][S:10]([C:5]1[C:6]([S:8]([CH3:9])=[O:28])=[N:7][C:2]([NH2:1])=[N:3][CH:4]=1)(=[O:12])=[O:11])=[O:15])[CH3:19] |f:1.2,^1:19|. Procedure details: 2-Amino-N-[[(1-methylethyl)amino]carbonyl]-4-(methylthio)-5-pyrimidinesulfonamide (3.0 g, 9.84 mmol) was dissolved in dry (freshly distilled from sodium/benzophenone) THF (60 mL) and m-chloroperbenzoic acid (MCPBA) (2.55 g, 11.81 mmol, 80% 1.2 eq) was added as a solid. The reaction turned yellow and a white solid precipitated out of solution. After 30 minutes the reaction was diluted with ethyl ether (60 mL) and the white solid was filtered, washed with THF, then with ether three times and air d...